Dataset: the Open Reaction Database (ORD), a public repository of structured organic reaction records. Task: describe an organic reaction: reactants, conditions, products, and yield Starting materials: [Li]CCCC, COCCBr, O=C(O)C1CCCC1, CC(C)NC(C)C, C1CCOC1. The product is COCCC1(C(=O)O)CCCC1. Reaction SMILES: [CH2:8]([Li:9])[CH2:10][CH2:11][CH3:12].[CH3:21][O:22][CH2:23][CH2:24][Br:25].[CH:13]1([C:18](=[O:19])[OH:20])[CH2:14][CH2:15][CH2:16][CH2:17]1.[CH:1]([NH:2][CH:3]([CH3:4])[CH3:5])([CH3:6])[CH3:7].[O:26]1[CH2:27][CH2:28][CH2:29][CH2:30]1>>[C:13]1([C:18](=[O:19])[OH:20])([CH2:24][CH2:23][O:22][CH3:21])[CH2:14][CH2:15][CH2:16][CH2:17]1. Starting materials: ClC=1C=C(C=CC1Cl)C1(CCN(CCO1)C(=O)OC(C)(C)C)COC1=CC=C(C=C1)OC (tert-butyl (7RS)-7-(3,4-dichlorophenyl)-7-[(4-methoxyphenoxy)methyl]-1,4-oxazepane-4-carboxylate), ceric ammonium nitrate. Run in C(C)#N (acetonitrile), O (water), O (water). Conditions: temperature 0 celsius, time 30 minute. The product is ClC=1C=C(C=CC1Cl)C1(CCN(CCO1)C(=O)OC(C)(C)C)CO (tert-butyl (7RS)-7-(3,4-dichlorophenyl)-7-(hydroxymethyl)-1,4-oxazepane-4-carboxylate). Yield: 90.7%. RXN SMILES: [Cl:1][C:2]1[CH:3]=[C:4]([C:9]2([CH2:23][O:24]C3C=CC(OC)=CC=3)[O:15][CH2:14][CH2:13][N:12]([C:16]([O:18][C:19]([CH3:22])([CH3:21])[CH3:20])=[O:17])[CH2:11][CH2:10]2)[CH:5]=[CH:6][C:7]=1[Cl:8]>C(#N)C.O>[Cl:1][C:2]1[CH:3]=[C:4]([C:9]2([CH2:23][OH:24])[O:15][CH2:14][CH2:13][N:12]([C:16]([O:18][C:19]([CH3:20])([CH3:21])[CH3:22])=[O:17])[CH2:11][CH2:10]2)[CH:5]=[CH:6][C:7]=1[Cl:8]. Procedure: To a solution of tert-butyl (7RS)-7-(3,4-dichlorophenyl)-7-[(4-methoxyphenoxy)methyl]-1,4-oxazepane-4-carboxylate (4.75 g) in acetonitrile (70 mL) and water (14 mL) was added ceric ammonium nitrate (16.18 g) at 0° C., and the mixture was stirred at 0° C. for 30 min. The reaction mixture was diluted with water, and the mixture was extracted with ethyl acetate. The obtained extract was washed with brine, and dried over anhydrous magnesium sulfate. The solvent was evaporated under reduced pressure.... Run in C1CCOC1 (THF). Starting materials: C(C)OCC (Diethyl ether), C(CCC)[Li] (n-butyllithium), BrC1=CC=C(C=C1)OCOC (bromo-4-methoxymethoxybenzene), Cl[Si](C(C)C)(C(C)C)Cl (dichlorodiisopropylsilane). Product: Cl[Si](C1=CC=C(C=C1)OCOC)(C(C)C)C(C)C (Chlorodiisopropyl(4-methoxymethoxyphenyl)silane). Isolated yield 71.2%. As a reaction SMILES: C([Li])CCC.Br[C:7]1[CH:12]=[CH:11][C:10]([O:13][CH2:14][O:15][CH3:16])=[CH:9][CH:8]=1.[Cl:17][Si:18](Cl)([CH:22]([CH3:24])[CH3:23])[CH:19]([CH3:21])[CH3:20].C(OCC)C>C1COCC1>[Cl:17][Si:18]([CH:22]([CH3:24])[CH3:23])([CH:19]([CH3:21])[CH3:20])[C:7]1[CH:12]=[CH:11][C:10]([O:13][CH2:14][O:15][CH3:16])=[CH:9][CH:8]=1. Procedure details: A solution of n-butyllithium (1.6M, 72.50 mL, 0.116 mol) was added slowly dropwise to a solution of bromo-4-methoxymethoxybenzene (25.23 g, 0.116 mol) in dry THF (110 mL) at −78° C. After stirring for 50 min at −78° C., dichlorodiisopropylsilane (21.00 mL, 0.116 mol) was charged into the flask. The reaction mixture was slowly allowed to warm to room temperature with stirring. Diethyl ether (100 mL) was added, the mixture was then stirred for 15 min and filtered. The filtrate was concentrated in ... Run at temperature -78 celsius, time 50 minute. The reactants are C(C1=CC=CC=C1)OC1=CC=C(C=C1)CCC(CCC1=CC=C(C=C1)OCC1=CC=CC=C1)=O (1,5-Bis (4-benzyloxy-phenyl)-pentan-3-one), C(CCC)[Li] (n-butyllithium), [H-].[Na+] (NaH), C(CC(=O)C)(=O)OC (methyl acetoacetate). The solvent is C1CCOC1 (THF). Reaction conditions: time 12 hour. Yields the product OC1=CC(OC(C1)(CCC1=CC=C(C=C1)O)CCC1=CC=C(C=C1)O)=O (4-Hydroxy-6,6-bis-[2-(4-hydroxy-phenyl)-ethyl]-5,6-dihydro-pyran-2-one). As a reaction SMILES: C([O:8][C:9]1[CH:14]=[CH:13][C:12]([CH2:15][CH2:16][C:17](=[O:34])[CH2:18][CH2:19][C:20]2[CH:25]=[CH:24][C:23]([O:26]CC3C=CC=CC=3)=[CH:22][CH:21]=2)=[CH:11][CH:10]=1)C1C=CC=CC=1.[H-].[Na+].[C:37](OC)(=[O:42])[CH2:38][C:39]([CH3:41])=[O:40].C([Li])CCC>C1COCC1>[OH:40][C:39]1[CH2:41][C:17]([CH2:16][CH2:15][C:12]2[CH:11]=[CH:10][C:9]([OH:8])=[CH:14][CH:13]=2)([CH2:18][CH2:19][C:20]2[CH:21]=[CH:22][C:23]([OH:26])=[CH:24][CH:25]=2)[O:34][C:37](=[O:42])[CH:38]=1 |f:1.2|. Procedure details: The title compound was prepared as described in General Method 6 using 11.2 g (25 mmol) of 1,5-bis (4-benzyloxy-phenyl)-pentan-3-one (prepared in Example H), 1.0 g (25 mmol) of 60% NaH dispersion in mineral oil, 2.88 g (25 mmol) of methyl acetoacetate, 15.6 mL (1.6M, 25 mmol) of n-butyllithium and 300 mL of THF. The reaction mixture was stirred for 12 hours at room temperature, quenched with aqueous NH4Cl, and worked up in the usual manner. The reactants are C=CCBr, CN(C)C=O, CC(C)O, O, NS(=O)(=O)c1cc(C(=O)NNc2ccccc2)ccc1Cl. Yields the product C=CCN(NC(=O)c1ccc(Cl)c(S(N)(=O)=O)c1)c1ccccc1. RXN SMILES: [CH2:22]([CH:23]=[CH2:24])[Br:25].[CH3:27][N:28]([CH3:29])[CH:30]=[O:31].[CH:32]([OH:33])([CH3:34])[CH3:35].[OH2:26].[c:1]1([NH:7][NH:8][C:9]([c:10]2[cH:11][c:12]([S:17]([NH2:18])(=[O:19])=[O:20])[c:13]([Cl:16])[cH:14][cH:15]2)=[O:21])[cH:2][cH:3][cH:4][cH:5][cH:6]1>>[c:1]1([N:7]([NH:8][C:9]([c:10]2[cH:11][c:12]([S:17]([NH2:18])(=[O:19])=[O:20])[c:13]([Cl:16])[cH:14][cH:15]2)=[O:21])[CH2:24][CH:23]=[CH2:22])[cH:2][cH:3][cH:4][cH:5][cH:6]1. The reactants are COC(=O)[C@H]1O[C@H]([C@@H]2OC(O[C@@H]21)(C)C)N2C1=NC=NC(=C1N=C2)NC2CCCC2 ((3aS,4S,6R,6aR)-6-(6-cyclopentylamino-purin-9-yl)-2,2-dimethyl-tetrahydro-furo[3,4-d][1,3]dioxole-4-carboxylic acid methyl ester), O.NN (hydrazine hydrate). Run in CO (methanol). Product: C1(CCCC1)NC1=C2N=CN(C2=NC=N1)[C@@H]1O[C@@H]([C@@H]2[C@H]1OC(O2)(C)C)C(=O)NN ((3aS,4S,6R,6aR)-6-(6-Cyclopentylamino-purin-9-yl)-2,2-dimethyl-tetrahydro-furo[3,4-d][1,3]dioxole-4-carboxylic Acid Hydrazide). Reaction SMILES: CO[C:3]([C@@H:5]1[C@@H:12]2[C@@H:8]([O:9][C:10]([CH3:14])([CH3:13])[O:11]2)[C@H:7]([N:15]2[CH:23]=[N:22][C:21]3[C:16]2=[N:17][CH:18]=[N:19][C:20]=3[NH:24][CH:25]2[CH2:29][CH2:28][CH2:27][CH2:26]2)[O:6]1)=[O:4].O.[NH2:31][NH2:32]>CO>[CH:25]1([NH:24][C:20]2[N:19]=[CH:18][N:17]=[C:16]3[C:21]=2[N:22]=[CH:23][N:15]3[C@H:7]2[C@@H:8]3[O:9][C:10]([CH3:14])([CH3:13])[O:11][C@@H:12]3[C@@H:5]([C:3]([NH:31][NH2:32])=[O:4])[O:6]2)[CH2:29][CH2:28][CH2:27][CH2:26]1 |f:1.2|. Procedure: A mixture of (3aS,4S,6R,6aR)-6-(6-cyclopentylamino-purin-9-yl)-2,2-dimethyl-tetrahydro-furo[3,4-d][1,3]dioxole-4-carboxylic acid methyl ester (0.48 g) and hydrazine hydrate (0.29 ml) in methanol (10 ml) was heated at reflux for 28 h. After cooling to room temperature, the mixture was concentrated in vacuo and the residue evaporated twice with dichloromethane (2×20 ml) to give the title compound as a white solid (0.49 g).